From a dataset of the Open Reaction Database (ORD), a public repository of structured organic reaction records. describe an organic reaction: reactants, conditions, products, and yield Starting materials: Cl (hydrochloric acid), C(C)(C)(C)OC(=O)N[C@@H](C(C)(C)SCCCC=C)C(=O)OC (N-tert-butoxycarbonyl-3-(4-pentenylthio)-L-valine, methyl ester), O.[OH-].[Li+] (lithium hydroxide monohydrate). Run in C(C)OCC (diethyl ether), O1CCCC1 (tetrahydrofuran), O (water). Conditions: time 65 hour. Yields the product C(C)(C)(C)OC(=O)N[C@@H](C(C)(C)SCCCC=C)C(=O)O (N-tert-butoxycarbonyl-3-(4-pentenylthio)-L-valine). The yield is 99.3%. As a reaction SMILES: [C:1]([O:5][C:6]([NH:8][C@H:9]([C:19]([O:21]C)=[O:20])[C:10]([S:13][CH2:14][CH2:15][CH2:16][CH:17]=[CH2:18])([CH3:12])[CH3:11])=[O:7])([CH3:4])([CH3:3])[CH3:2].O.[OH-].[Li+].Cl>O1CCCC1.O.C(OCC)C>[C:1]([O:5][C:6]([NH:8][C@H:9]([C:19]([OH:21])=[O:20])[C:10]([S:13][CH2:14][CH2:15][CH2:16][CH:17]=[CH2:18])([CH3:11])[CH3:12])=[O:7])([CH3:2])([CH3:3])[CH3:4] |f:1.2.3|. Reported procedure: To a solution of 8.52 g (25.7 mmol) of N-tert-butoxycarbonyl-3-(4-pentenylthio)-L-valine, methyl ester in 200 mL of tetrahydrofuran at room temperature was added a solution of 1.10 g (26.2 mmol) of lithium hydroxide monohydrate in 50 mL of water. The resulting mixture was stirred at room temperature for 65 hours. To the reaction mixture then was added 28 mL of 1.00N hydrochloric acid. The mixture was diluted with diethyl ether, washed with water (3×) and brine, dried over anhydrous sodium sulfat... Starting materials: C(C)(C)OC(N[C@H]1CC2=C(N(C=3C=CC(=CC23)C#N)CC2=C(C=NC=C2)Br)C1)=O ((S)-4-((3-bromopyridin-4-yl)methyl)-7-cyano-1,2,3,4-tetrahydrocyclopenta[b]indol-2-ylcarbamic acid isopropyl ester), [OH-].[K+] (potassium hydroxide). The reagents and catalysts are C=1C=CC(=CC1)/C=C/C(=O)/C=C/C2=CC=CC=C2.C=1C=CC(=CC1)/C=C/C(=O)/C=C/C2=CC=CC=C2.C=1C=CC(=CC1)/C=C/C(=O)/C=C/C2=CC=CC=C2.[Pd].[Pd] (tris(dibenzylideneacetone)dipalladium), C(C)(C)(C)P(C1=C(C(=C(C(=C1C)C)C)C)C1=C(C=C(C=C1C(C)C)C(C)C)C(C)C)C(C)(C)C (2-di-tert-butylphosphino-3,4,5,6-tetramethyl-2′,4′,6′-triisopropyl-1,1′-biphenyl), C=1C=CC(=CC1)/C=C/C(=O)/C=C/C2=CC=CC=C2.C=1C=CC(=CC1)/C=C/C(=O)/C=C/C2=CC=CC=C2.C=1C=CC(=CC1)/C=C/C(=O)/C=C/C2=CC=CC=C2.[Pd].[Pd] (Tris(dibenzylideneacetone)dipalladium), C(C)(C)(C)P(C1=C(C(=C(C(=C1C)C)C)C)C1=C(C=C(C=C1C(C)C)C(C)C)C(C)C)C(C)(C)C (2-di-tert-butylphosphino-3,4,5,6-tetramethyl-2′,4′,6′-triisopropyl-1,1′-biphenyl). Run in O (water), O1CCOCC1 (1,4-dioxane), O (water), ClCCl (dichloromethane). Conditions: temperature 100 celsius. Yields the product C(C)(C)OC(N[C@H]1CC2=C(N(C=3C=CC(=CC23)C#N)CC2=C(C=NC=C2)O)C1)=O ((S)-7-Cyano-4-((3-hydroxypyridin-4-yl)methyl)-1,2,3,4-tetrahydrocyclopenta[b]indol-2-ylcarbamic acid isopropyl ester). The yield is 101.7%. Reaction SMILES: [CH:1]([O:4][C:5](=[O:29])[NH:6][C@@H:7]1[CH2:28][C:10]2[N:11]([CH2:20][C:21]3[CH:26]=[CH:25][N:24]=[CH:23][C:22]=3Br)[C:12]3[CH:13]=[CH:14][C:15]([C:18]#[N:19])=[CH:16][C:17]=3[C:9]=2[CH2:8]1)([CH3:3])[CH3:2].[OH-:30].[K+]>O.O1CCOCC1.ClCCl.C1C=CC(/C=C/C(/C=C/C2C=CC=CC=2)=O)=CC=1.C1C=CC(/C=C/C(/C=C/C2C=CC=CC=2)=O)=CC=1.C1C=CC(/C=C/C(/C=C/C2C=CC=CC=2)=O)=CC=1.[Pd].[Pd].C(P(C(C)(C)C)C1C(C)=C(C)C(C)=C(C)C=1C1C(C(C)C)=CC(C(C)C)=CC=1C(C)C)(C)(C)C>[CH:1]([O:4][C:5](=[O:29])[NH:6][C@@H:7]1[CH2:28][C:10]2[N:11]([CH2:20][C:21]3[CH:26]=[CH:25][N:24]=[CH:23][C:22]=3[OH:30])[C:12]3[CH:13]=[CH:14][C:15]([C:18]#[N:19])=[CH:16][C:17]=3[C:9]=2[CH2:8]1)([CH3:3])[CH3:2] |f:1.2,6.7.8.9.10|. Reported procedure: A mixture of (S)-4-((3-bromopyridin-4-yl)methyl)-7-cyano-1,2,3,4-tetrahydrocyclopenta[b]indol-2-ylcarbamic acid isopropyl ester (3.81 g, 7.05 mmol), potassium hydroxide (1.34 g, 23.9 mmol), 2-di-tert-butylphosphino-3,4,5,6-tetramethyl-2′,4′,6′-triisopropyl-1,1′-biphenyl (230 mg, 479 μmol), tris(dibenzylideneacetone)dipalladium (110 mg, 120 μmol) in water (50 mL) and 1,4-dioxane (50 mL) is heated at 100° C. for one hour. Tris(dibenzylideneacetone)dipalladium (110 mg, 120 μmol) and 2-di-tert-butyl...